This data is from the Open Reaction Database (ORD), a public repository of structured organic reaction records. The task is: describe an organic reaction: reactants, conditions, products, and yield Reactants: C(C)(C)(C)OC(CN1C(=C(C2=CC(=CC=C12)Cl)C1NS(C2=C1C=CC=C2)(=O)=O)C)=O ([5-Chloro-3-(1,1-dioxo-2,3-dihydro-1H-1λ6-benzo[d]isothiazol-3-yl)-2-methyl-indol-1-yl]-acetic acid tert-butyl ester), ClCC=1C(=NOC1C)C1=CC=CC=C1 (4-chloromethyl-5-methyl-3-phenyl-isoxazole). Product: ClC=1C=C2C(=C(N(C2=CC1)CC(=O)O)C)C1N(S(C2=C1C=CC=C2)(=O)=O)CC=2C(=NOC2C)C2=CC=CC=C2 ({5-Chloro-2-methyl-3-[2-(5-methyl-3-phenyl-isoxazol-4-ylmethyl)-1,1-dioxo-2,3-dihydro-1H-1λ6-benzo[d]isothiazol-3-yl]-indol-1-yl}-acetic acid). RXN SMILES: C([O:5][C:6](=[O:30])[CH2:7][N:8]1[C:16]2[C:11](=[CH:12][C:13]([Cl:17])=[CH:14][CH:15]=2)[C:10]([CH:18]2[C:22]3[CH:23]=[CH:24][CH:25]=[CH:26][C:21]=3[S:20](=[O:28])(=[O:27])[NH:19]2)=[C:9]1[CH3:29])(C)(C)C.Cl[CH2:32][C:33]1[C:34]([C:39]2[CH:44]=[CH:43][CH:42]=[CH:41][CH:40]=2)=[N:35][O:36][C:37]=1[CH3:38]>>[Cl:17][C:13]1[CH:12]=[C:11]2[C:16](=[CH:15][CH:14]=1)[N:8]([CH2:7][C:6]([OH:5])=[O:30])[C:9]([CH3:29])=[C:10]2[CH:18]1[C:22]2[CH:23]=[CH:24][CH:25]=[CH:26][C:21]=2[S:20](=[O:27])(=[O:28])[N:19]1[CH2:32][C:33]1[C:34]([C:39]2[CH:44]=[CH:43][CH:42]=[CH:41][CH:40]=2)=[N:35][O:36][C:37]=1[CH3:38]. Reported procedure: The title compound was prepared by the method described for example 14 using the product from example 6, step c) and 4-chloromethyl-5-methyl-3-phenyl-isoxazole. 1H NMR (DMSO-d6) 7.99-7.91 (m, 1H), 7.69-7.60 (m, 2H), 7.43 (d, J=8.7 Hz, 1H), 7.36 (d, J=7.2 Hz, 2H), 7.23-6.75 (m, 6H), 5.94 (s, 1H), 4.96 (s, 2H), 4.33 (d, J=14.1 Hz, 1H), 4.07 (d, J=14.1 Hz, 1H), 3.30 (s, 3H), 2.41 (s, 3H); MS: ESI (negative): 560, 562 (M−H). Reactants: C1(=CC=CC=C1)C (toluene), C1OC=2C=C(CCl)C=CC2O1 (3,4-methylenedioxybenzyl chloride), [OH-].[Na+] (sodium hydroxide), CC1=CC=C(C=C1)S (p-thiocresol), [OH-].[Na+] (sodium hydroxide). The reagents and catalysts are [Cl-].C(CCC)[N+](CCCC)(CCCC)CCCC (tetrabutylammonium chloride). Run in C(Cl)Cl (methylene chloride), O (water). Yields the product CC1=CC=C(C=C1)SCC1=CC2=C(OCO2)C=C1 (5-[[(4-Methylphenyl)thio]methyl]-1,3-benzodioxole). RXN SMILES: [CH3:1][C:2]1[CH:7]=[CH:6][C:5]([SH:8])=[CH:4][CH:3]=1.[OH-].[Na+].C1(C)C=CC=CC=1.[CH2:18]1[O:28][C:27]2[CH:26]=[CH:25][C:22]([CH2:23]Cl)=[CH:21][C:20]=2[O:19]1>O.C(Cl)Cl.[Cl-].C([N+](CCCC)(CCCC)CCCC)CCC>[CH3:1][C:2]1[CH:7]=[CH:6][C:5]([S:8][CH2:23][C:22]2[CH:25]=[CH:26][C:27]3[O:28][CH2:18][O:19][C:20]=3[CH:21]=2)=[CH:4][CH:3]=1 |f:1.2,7.8|. Reported procedure: To a solution of 28.5 g of p-thiocresol in 250 mL of water is added 8.8 g of sodium hydroxide. The solution is heated on a steam bath briefly with vigorous stirring and then cooled to room temperature. To this solution is added 250 of toluene, 39.7 g of a 50 % by weight solution of 3,4-methylenedioxybenzyl chloride in methylene chloride and 3.3 g of tetrabutylammonium chloride. This solution is stirred at room temperature for one hour and then 4.4 g of sodium hydroxide is added. The resulting so... Starting materials: O=C([O-])[O-], Cc1c(C(=O)Cl)cnn1-c1ccc(Cl)cc1, [K+], [K+], N#Cc1cc(N)ccc1N1CCC(N2CCSCC2)CC1, c1ccncc1. The product is Cc1c(C(=O)Nc2ccc(N3CCC(N4CCSCC4)CC3)c(C#N)c2)cnn1-c1ccc(Cl)cc1. As a reaction SMILES: [C:38](=[O:39])([O-:40])[O-:41].[Cl:1][c:2]1[cH:3][cH:4][c:5](-[n:8]2[n:9][cH:10][c:11]([C:14](=[O:15])[Cl:16])[c:12]2[CH3:13])[cH:6][cH:7]1.[K+:42].[K+:43].[NH2:17][c:18]1[cH:19][cH:20][c:21]([N:26]2[CH2:27][CH2:28][CH:29]([N:32]3[CH2:33][CH2:34][S:35][CH2:36][CH2:37]3)[CH2:30][CH2:31]2)[c:22]([C:23]#[N:24])[cH:25]1.[cH:44]1[cH:45][cH:46][n:47][cH:48][cH:49]1>>[Cl:1][c:2]1[cH:3][cH:4][c:5](-[n:8]2[n:9][cH:10][c:11]([C:14](=[O:15])[NH:17][c:18]3[cH:19][cH:20][c:21]([N:26]4[CH2:27][CH2:28][CH:29]([N:32]5[CH2:33][CH2:34][S:35][CH2:36][CH2:37]5)[CH2:30][CH2:31]4)[c:22]([C:23]#[N:24])[cH:25]3)[c:12]2[CH3:13])[cH:6][cH:7]1. The reactants are CC(C)Nc1cc(F)ccc1N(C)C1CCN(Cc2ccccc2)CC1, CCO, [H][H], [OH-], [OH-], [Pt+2]. The product is CC(C)Nc1cc(F)ccc1N(C)C1CCNCC1. RXN SMILES: [CH2:1]([c:2]1[cH:3][cH:4][cH:5][cH:6][cH:7]1)[N:8]1[CH2:9][CH2:10][CH:11]([N:14]([c:15]2[c:16]([NH:22][CH:23]([CH3:24])[CH3:25])[cH:17][c:18]([F:21])[cH:19][cH:20]2)[CH3:26])[CH2:12][CH2:13]1.[CH3:29][CH2:30][OH:31].[H:27][H:28].[OH-:32].[OH-:34].[Pt+2:33]>>[NH:8]1[CH2:9][CH2:10][CH:11]([N:14]([c:15]2[c:16]([NH:22][CH:23]([CH3:24])[CH3:25])[cH:17][c:18]([F:21])[cH:19][cH:20]2)[CH3:26])[CH2:12][CH2:13]1. Starting materials: [Cl-].[NH4+] (ammonium chloride), COC1=CC=C(C=C1)C=1C=C(C(NC1C)=O)C#N (5-(4-Methoxy-phenyl)-6-methyl-2-oxo-1,2-dihydropyridine-3-carbonitrile), B(Br)(Br)Br (boron tribromide). Run in ClCCl (dichloromethane), C(Cl)Cl (DCM). Conditions: time 6 hour. Product: OC1=CC=C(C=C1)C=1C=C(C(NC1C)=O)C#N (5-(4-Hydroxy-phenyl)-6-methyl-2-oxo-1,2-dihydropyridine-3-carbonitrile). The yield is 46.0%. Reaction SMILES: C[O:2][C:3]1[CH:8]=[CH:7][C:6]([C:9]2[CH:10]=[C:11]([C:17]#[N:18])[C:12](=[O:16])[NH:13][C:14]=2[CH3:15])=[CH:5][CH:4]=1.B(Br)(Br)Br.[Cl-].[NH4+]>ClCCl>[OH:2][C:3]1[CH:4]=[CH:5][C:6]([C:9]2[CH:10]=[C:11]([C:17]#[N:18])[C:12](=[O:16])[NH:13][C:14]=2[CH3:15])=[CH:7][CH:8]=1 |f:2.3|. Procedure details: To a stirred solution of 5-(4-Methoxy-phenyl)-6-methyl-2-oxo-1,2-dihydro-pyridine-3-carbonitrile (5, 10.0 g, 41.6 mmol) in dichloromethane (200 mL) was added dropwise at 0° C. a solution of boron tribromide (11.8 mL, 125 mmol) in DCM (125 mL). The reaction mixture was stirred for 6 h at ambient temperature, poured into a mixture of ice and saturated ammonium chloride solution (100 mL) and stirred for 1 h at room temperature. The formed precipitate was filtered off, rinsed with water and re-disso... Starting materials: CCN=C=NCCCN(C)C, CN(C)C=O, Cl, NC(=O)c1ccc(N)cc1, O, O, On1nnc2ccccc21, O=C(O)CCc1cnoc1-c1ccccc1. RXN SMILES: [CH2:39]([N:40]=[C:41]=[N:42][CH2:43][CH2:44][CH2:45][N:46]([CH3:47])[CH3:48])[CH3:49].[CH3:51][N:52]([CH3:53])[CH:54]=[O:55].[ClH:38].[NH2:1][c:2]1[cH:3][cH:4][c:5]([C:6](=[O:7])[NH2:8])[cH:9][cH:10]1.[OH2:27].[OH2:50].[OH:28][n:29]1[c:30]2[cH:31][cH:32][cH:33][cH:34][c:35]2[n:36][n:37]1.[c:11]1(-[c:17]2[c:18]([CH2:22][CH2:23][C:24](=[O:25])[OH:26])[cH:19][n:20][o:21]2)[cH:12][cH:13][cH:14][cH:15][cH:16]1>>[NH:1]([c:2]1[cH:3][cH:4][c:5]([C:6](=[O:7])[NH2:8])[cH:9][cH:10]1)[C:24]([CH2:23][CH2:22][c:18]1[c:17](-[c:11]2[cH:12][cH:13][cH:14][cH:15][cH:16]2)[o:21][n:20][cH:19]1)=[O:25]. Yields the product NC(=O)c1ccc(NC(=O)CCc2cnoc2-c2ccccc2)cc1. The reactants are CC(=O)O, CO, CCOC(=O)CCC(NC(=O)c1ccc(C(=Cn2cnc3nc(NC(=O)C(C)(C)C)cc-3c2O)COC2CCCCO2)cc1)C(=O)OCC, O=[Pt]=O. The product is CCOC(=O)CCC(NC(=O)c1ccc(C(COC2CCCCO2)Cn2cnc3nc(NC(=O)C(C)(C)C)cc-3c2O)cc1)C(=O)OCC. RXN SMILES: [CH3:50][C:51](=[O:52])[OH:53].[CH3:54][OH:55].[O:1]1[CH:2]([O:7][CH2:8][C:9](=[CH:10][n:11]2[cH:12][n:13][c:14]3[n:20][c:19]([NH:21][C:22]([C:23]([CH3:24])([CH3:25])[CH3:26])=[O:27])[cH:18][c:15]-3[c:16]2[OH:17])[c:28]2[cH:29][cH:30][c:31]([C:32](=[O:33])[NH:34][CH:35]([CH2:36][CH2:37][C:38](=[O:39])[O:40][CH2:41][CH3:42])[C:43](=[O:44])[O:45][CH2:46][CH3:47])[cH:48][cH:49]2)[CH2:3][CH2:4][CH2:5][CH2:6]1.[Pt:56](=[O:57])=[O:58]>>[O:1]1[CH:2]([O:7][CH2:8][CH:9]([CH2:10][n:11]2[cH:12][n:13][c:14]3[n:20][c:19]([NH:21][C:22]([C:23]([CH3:24])([CH3:25])[CH3:26])=[O:27])[cH:18][c:15]-3[c:16]2[OH:17])[c:28]2[cH:29][cH:30][c:31]([C:32](=[O:33])[NH:34][CH:35]([CH2:36][CH2:37][C:38](=[O:39])[O:40][CH2:41][CH3:42])[C:43](=[O:44])[O:45][CH2:46][CH3:47])[cH:48][cH:49]2)[CH2:3][CH2:4][CH2:5][CH2:6]1. Reactants: CO (methanol), Cl.Cl.NCCCCCCCCC[C@@H](C(=O)OCC)N[C@H]1CSC2=C(N(C1=O)CC(=O)O)C=CC=C2 (3(R)-[10-amino-1(S)-ethoxycarbonyldecyl]amino-4-oxo-2,3,4,5-tetrahydro-1,5-benzothiazepine-5-acetic acid dihydrochloride), C(C)(=O)O (acetic acid), O (water), O (water). Solvent: [OH-].[Na+] (sodium hydroxide). Product: NCCCCCCCCC[C@@H](C(=O)O)N[C@H]1CSC2=C(N(C1=O)CC(=O)O)C=CC=C2 (3(R)-[10-amino-1(S)-carboxydecyl]amino-4-oxo-2,3,4,5-tetrahydro-1,5-benzothiazepine-5-acetic acid). Isolated yield 52.4%. Reaction SMILES: Cl.Cl.[NH2:3][CH2:4][CH2:5][CH2:6][CH2:7][CH2:8][CH2:9][CH2:10][CH2:11][CH2:12][C@H:13]([NH:19][C@@H:20]1[C:26](=[O:27])[N:25]([CH2:28][C:29]([OH:31])=[O:30])[C:24]2[CH:32]=[CH:33][CH:34]=[CH:35][C:23]=2[S:22][CH2:21]1)[C:14]([O:16]CC)=[O:15].C(O)(=O)C.O.CO>[OH-].[Na+]>[NH2:3][CH2:4][CH2:5][CH2:6][CH2:7][CH2:8][CH2:9][CH2:10][CH2:11][CH2:12][C@H:13]([NH:19][C@@H:20]1[C:26](=[O:27])[N:25]([CH2:28][C:29]([OH:31])=[O:30])[C:24]2[CH:32]=[CH:33][CH:34]=[CH:35][C:23]=2[S:22][CH2:21]1)[C:14]([OH:16])=[O:15] |f:0.1.2,6.7|. Procedure details: A solution of 3(R)-[10-amino-1(S)-ethoxycarboxyldecyl]amino-4-oxo-2,3,4,5-tetrahydro-1,5-benzothiazepine-5-acetic acid (0.28 g) obtained in Example 74 in 1N sodium hydroxide (7 ml) stands for 1 hour at room temperature. After addition of acetic acid (2 ml) and water (5 ml), the mixture is subjected to Amberlite XAD-2 column chromatography (methanol:water=1:1). The eluate is concentrated under reduced pressure. The deposited crystal is collected by filtration and dried to yield 3(R)-[10-amino-1(S... The reactants are O=C([O-])[O-], Cc1ccccc1, CCO, CCOC(C)=O, CCOC(=O)CCCCCCN(Cc1ccc(I)cc1)S(C)(=O)=O, [Na+], [Na+], OB(O)c1ccccc1. Product: CCOC(=O)CCCCCCN(Cc1ccc(-c2ccccc2)cc1)S(C)(=O)=O. RXN SMILES: [C:1](=[O:2])([O-:3])[O-:4].[CH3:40][c:41]1[cH:42][cH:43][cH:44][cH:45][cH:46]1.[CH3:47][CH2:48][OH:49].[CH3:50][CH2:51][O:52][C:53]([CH3:54])=[O:55].[I:16][c:17]1[cH:18][cH:19][c:20]([CH2:21][N:22]([CH2:23][CH2:24][CH2:25][CH2:26][CH2:27][CH2:28][C:29](=[O:30])[O:31][CH2:32][CH3:33])[S:34](=[O:35])(=[O:36])[CH3:37])[cH:38][cH:39]1.[Na+:5].[Na+:6].[c:7]1([B:13]([OH:14])[OH:15])[cH:8][cH:9][cH:10][cH:11][cH:12]1>>[c:7]1(-[c:17]2[cH:18][cH:19][c:20]([CH2:21][N:22]([CH2:23][CH2:24][CH2:25][CH2:26][CH2:27][CH2:28][C:29](=[O:30])[O:31][CH2:32][CH3:33])[S:34](=[O:35])(=[O:36])[CH3:37])[cH:38][cH:39]2)[cH:8][cH:9][cH:10][cH:11][cH:12]1. Reactants: C(C)OC(CCCOC1=C(C(=CC=C1)CCCCCCOC=1C=C(C=C(C1)S(=O)(=O)C(C)C)C1=CC=C(C=C1)Cl)CCC(=O)OCC)=O (4-[2-(2-ethoxycarbonyl-ethyl)-3-[6-(5-(propane-2-sulfonyl)-4′-chloro-biphenyl-3-yloxy)-hexyl]-phenoxy]-butyric acid ethyl ester), [OH-].[Na+] (sodium hydroxide). Yields the product C(=O)(O)CCC1=C(OCCCC(=O)O)C=CC=C1CCCCCCOC=1C=C(C=C(C1)S(=O)(=O)C(C)C)C1=CC=C(C=C1)Cl (4-[2-(2-carboxy-ethyl)-3-[6-(5-(propane-2-sulfonyl)-4′-chloro-biphenyl-3-yloxy)-hexyl]-phenoxy]-butyric acid). Isolated yield 49.1%. RXN SMILES: C([O:3][C:4](=[O:48])[CH2:5][CH2:6][CH2:7][O:8][C:9]1[CH:14]=[CH:13][CH:12]=[C:11]([CH2:15][CH2:16][CH2:17][CH2:18][CH2:19][CH2:20][O:21][C:22]2[CH:23]=[C:24]([C:34]3[CH:39]=[CH:38][C:37]([Cl:40])=[CH:36][CH:35]=3)[CH:25]=[C:26]([S:28]([CH:31]([CH3:33])[CH3:32])(=[O:30])=[O:29])[CH:27]=2)[C:10]=1[CH2:41][CH2:42][C:43]([O:45]CC)=[O:44])C.[OH-].[Na+]>>[C:43]([CH2:42][CH2:41][C:10]1[C:11]([CH2:15][CH2:16][CH2:17][CH2:18][CH2:19][CH2:20][O:21][C:22]2[CH:23]=[C:24]([C:34]3[CH:35]=[CH:36][C:37]([Cl:40])=[CH:38][CH:39]=3)[CH:25]=[C:26]([S:28]([CH:31]([CH3:33])[CH3:32])(=[O:29])=[O:30])[CH:27]=2)=[CH:12][CH:13]=[CH:14][C:9]=1[O:8][CH2:7][CH2:6][CH2:5][C:4]([OH:48])=[O:3])([OH:45])=[O:44] |f:1.2|. Procedure details: A similar procedure as described in Example 40, step 8 was used, starting from 4-[2-(2-ethoxycarbonyl-ethyl)-3-[6-(5-(propane-2-sulfonyl)-4′-chloro-biphenyl-3-yloxy)-hexyl]-phenoxy]-butyric acid ethyl ester (132 mg, 0.18 mmol) and 1.0 N aqueous sodium hydroxide (1.8 mL) to afford 4-[2-(2-carboxy-ethyl)-3-[6-(5-(propane-2-sulfonyl)-4′-chloro-biphenyl-3-yloxy)-hexyl]-phenoxy]-butyric acid (57 mg, 47%) as an amorphous white solid: ES(+)-HRMS m/e calcd for C34H41ClO8S (M+Na)+ 667.2103, found 667.210...